Dataset: the Open Reaction Database (ORD), a public repository of structured organic reaction records. Task: describe an organic reaction: reactants, conditions, products, and yield The reactants are CC1=NC(=NC=C1)N1CCOCC1 (4-(4-Methylpyrimidin-2-yl)morpholine), ClCCl (dichloromethane), BrN1C(CCC1=O)=O (N-bromosuccinimide). The solvent is CCCCCC (Hexane). Run at time 1 hour. The product is BrC=1C(=NC(=NC1)N1CCOCC1)C (4-(5-bromo-4-methylpyrimidin-2-yl)morpholine). The yield is 86.1%. RXN SMILES: [CH3:1][C:2]1[CH:7]=[CH:6][N:5]=[C:4]([N:8]2[CH2:13][CH2:12][O:11][CH2:10][CH2:9]2)[N:3]=1.ClCCl.[Br:17]N1C(=O)CCC1=O>CCCCCC>[Br:17][C:7]1[C:2]([CH3:1])=[N:3][C:4]([N:8]2[CH2:9][CH2:10][O:11][CH2:12][CH2:13]2)=[N:5][CH:6]=1. Procedure: 4-(4-Methylpyrimidin-2-yl)morpholine (300 mg) was mixed with dichloromethane (4 ml), and N-bromosuccinimide (357 mg) was added thereto at 0° C., followed by stirring at room temperature for 1 hour. Hexane was added to the reaction mixture, followed by purification by silica gel column chromatography (EtOAc/hexane), to obtain 4-(5-bromo-4-methylpyrimidin-2-yl)morpholine (372 mg).